Dataset: the Open Reaction Database (ORD), a public repository of structured organic reaction records. Task: describe an organic reaction: reactants, conditions, products, and yield The reactants are CCCc1nc2cc(C)n(Cc3ccc(-c4ccccc4-c4nnnn4C(c4ccccc4)(c4ccccc4)c4ccccc4)cc3)n2n1, CCCc1nn2nc(C)cc2[nH]1. The product is CCCc1nc2cc(C)n(Cc3ccc(-c4ccccc4-c4nnn[nH]4)cc3)n2n1. Reaction SMILES: [CH3:1][c:2]1[n:3]([CH2:13][c:14]2[cH:15][cH:16][c:17](-[c:20]3[c:21](-[c:26]4[n:27][n:28][n:29][n:30]4[C:31]([c:32]4[cH:33][cH:34][cH:35][cH:36][cH:37]4)([c:38]4[cH:39][cH:40][cH:41][cH:42][cH:43]4)[c:44]4[cH:45][cH:46][cH:47][cH:48][cH:49]4)[cH:22][cH:23][cH:24][cH:25]3)[cH:18][cH:19]2)[n:4]2[n:5][c:6]([CH2:10][CH2:11][CH3:12])[n:7][c:8]2[cH:9]1.[CH3:50][c:51]1[cH:52][c:53]2[n:54]([n:55][c:56]([CH2:57][CH2:58][CH3:59])[nH:60]2)[n:61]1>>[CH3:1][c:2]1[n:3]([CH2:13][c:14]2[cH:15][cH:16][c:17](-[c:20]3[c:21](-[c:26]4[n:27][n:28][n:29][nH:30]4)[cH:22][cH:23][cH:24][cH:25]3)[cH:18][cH:19]2)[n:4]2[n:5][c:6]([CH2:10][CH2:11][CH3:12])[n:7][c:8]2[cH:9]1. Reactants: O=[N+]([O-])c1ccccc1NC1CC2CCC(C1)N2Cc1ccccc1, CCOC(C)=O, CO. Product: Nc1ccccc1NC1CC2CCC(C1)N2Cc1ccccc1. As a reaction SMILES: [CH2:1]([c:2]1[cH:3][cH:4][cH:5][cH:6][cH:7]1)[N:8]1[CH:9]2[CH2:10][CH:11]([NH:16][c:17]3[c:18]([N+:23]([O-:24])=[O:25])[cH:19][cH:20][cH:21][cH:22]3)[CH2:12][CH:13]1[CH2:14][CH2:15]2.[CH3:26][CH2:27][O:28][C:29]([CH3:30])=[O:31].[CH3:32][OH:33]>>[CH2:1]([c:2]1[cH:3][cH:4][cH:5][cH:6][cH:7]1)[N:8]1[CH:9]2[CH2:10][CH:11]([NH:16][c:17]3[c:18]([NH2:23])[cH:19][cH:20][cH:21][cH:22]3)[CH2:12][CH:13]1[CH2:14][CH2:15]2. The reactants are ClC1=CC=C(C2=C1CCN(CC2)C)OCC(=O)OCC (ethyl [(9-chloro-2,3,4,5-tetrahydro-3-methyl-1H-3-benzazepin-6-yl)oxy]acetate), [H-].[Al+3].[Li+].[H-].[H-].[H-] (Lithium aluminum hydride), O (water), [OH-].[Na+] (sodium hydroxide), O (water). The solvent is C(C)OCC (ethyl ether), C(C)OCC (ethyl ether). The product is ClC1=CC=C(C2=C1CCN(CC2)C)OC(C)O ([(9-chloro-2,3,4,5-tetrahydro-3-methyl-1H-3-benzazepin-6-yl)oxy]ethanol). Isolated yield 91.0%. As a reaction SMILES: [H-].[Al+3].[Li+].[H-].[H-].[H-].[Cl:7][C:8]1[C:13]2[CH2:14][CH2:15][N:16]([CH3:19])[CH2:17][CH2:18][C:12]=2[C:11]([O:20][CH2:21][C:22](OCC)=O)=[CH:10][CH:9]=1.[OH2:27].[OH-].[Na+]>C(OCC)C>[Cl:7][C:8]1[C:13]2[CH2:14][CH2:15][N:16]([CH3:19])[CH2:17][CH2:18][C:12]=2[C:11]([O:20][CH:21]([OH:27])[CH3:22])=[CH:10][CH:9]=1 |f:0.1.2.3.4.5,8.9|. Procedure: Lithium aluminum hydride (1.53 g, 40 mmol) in ethyl ether (80 ml) was stirred, heated to reflux and treated with a solution of ethyl [(9-chloro-2,3,4,5-tetrahydro-3-methyl-1H-3-benzazepin-6-yl)oxy]acetate (4.0 g, 13.5 mmol) in ethyl ether (60 ml). The mixture was stirred at reflux for 3.5 hours, cooled, and carefully treated with water (1.5 ml), 10% sodium hydroxide (4.5 ml) and water (1.5 ml). The mixture was filtered and the filtrate dried with magnesium sulfate and concentrated to give 3,2 g ... Reactants: C(C)OCCN1C(=NC=2C1=NC=CC2)CCCCN2CCNCC2 (3-(2-ethoxyethyl)-2-[4-(1-piperazinyl)butyl]-3H-imidazo[4,5-b]pyridine), ClCC1=NC=2C(=NC=CC2)N1CCOCC (2-(chloromethyl)-3-(2-ethoxyethyl)-3H-imidazo[4,5-b]pyridine), C([O-])([O-])=O.[Na+].[Na+] (sodium carbonate). The solvent is CN(C(C)=O)C (N,N-dimethylacetamide). Run at temperature 70 celsius, time 6 hour. Product: C(C(=O)O)(=O)O.N1=CNC2=NC=CC=C21 (3H-imidazo[4,5-b]pyridine ethanedioate). RXN SMILES: C([O:3][CH2:4]C[N:6]1[C:10]2=[N:11][CH:12]=[CH:13][CH:14]=[C:9]2[N:8]=[C:7]1CCCCN1CCNCC1)C.ClCC1N(CC[O:38]CC)C2=NC=CC=C2N=1.[C:41](=[O:44])([O-:43])[O-].[Na+].[Na+]>CN(C)C(=O)C>[C:4]([OH:3])(=[O:38])[C:41]([OH:43])=[O:44].[N:8]1[C:9]2[C:10](=[N:11][CH:12]=[CH:13][CH:14]=2)[NH:6][CH:7]=1 |f:2.3.4,6.7|. Procedure details: A mixture of 3.3 parts of 3-(2-ethoxyethyl)-2-[4-(1-piperazinyl)butyl]-3H-imidazo[4,5-b]pyridine, 2.9 parts of 2-(chloromethyl)-3-(2-ethoxyethyl)-3H-imidazo[4,5-b]pyridine, 1.2 parts of sodium carbonate and 22.5 parts of N,N-dimethylacetamide was stirred for 6 hours at 70° C. The reaction mixture was evaporated and the residue was extracted with dichloromethane. The extract was dried, filtered and evaporated. The residue was converted into the ethanedioate salt in 2-propanol. The salt was filter... The reactants are O[C@@H](CCCC(=O)OCC)C (Ethyl 5(R)-hydroxyhexanoate), N1C=NC=C1 (imidazole), [Si](C)(C)(C(C)(C)C)Cl (t-butyldimethylsilyl chloride). The solvent is CN(C)C=O (DMF). The product is [Si](C)(C)(C(C)(C)C)O[C@@H](CCCC(=O)OCC)C (Ethyl 5(R)-t-butyldimethylsilyloxyhexanoate). Isolated yield 87.8%. RXN SMILES: [OH:1][C@H:2]([CH3:11])[CH2:3][CH2:4][CH2:5][C:6]([O:8][CH2:9][CH3:10])=[O:7].N1C=CN=C1.[Si:17](Cl)([C:20]([CH3:23])([CH3:22])[CH3:21])([CH3:19])[CH3:18]>CN(C=O)C>[Si:17]([O:1][C@H:2]([CH3:11])[CH2:3][CH2:4][CH2:5][C:6]([O:8][CH2:9][CH3:10])=[O:7])([C:20]([CH3:23])([CH3:22])[CH3:21])([CH3:19])[CH3:18]. Reported procedure: A solution of ethyl 5(R)-hydroxyhexanoate 3 (1.80 g, 11.24 mmol), imidazole (2.3 g, 33.8 mmol), and t-butyldimethylsilyl chloride (2.54 g, 16.85 mmol) in 30 mL of DMF was stirred at 23° C. overnight (19 h). The solvent (DMF) was then removed in vacuo and aqueous saturated sodium bicarbonate (100 mL) was added followed by ethyl acetate (100 mL). The layers were separated and the aqueous layer was re-extracted with 100 mL of EtOAc. The combined organic layers were washed with water, brine, and dri... Reactants: C(C)OC1=CC(=C(C=C1)O)F (4-ethoxy-fluorophenol), CN(CCN(CCN(C)C)C)C (pentamethyl-diethylentriamine), C(CCC)[Li] (n-butyllithium), B(OC)(OC)OC (trimethyl borate), OO (hydrogen peroxide), S(=O)([O-])[O-].[Na+].[Na+] (sodium sulfite). The solvent is O (water), C1CCOC1 (THF), C(C)(=O)O (acetic acid), CCCCCC (hexane). Reaction conditions: temperature -78 celsius, time 3 hour. The product is C(C)OC=1C=CC(=C(C1)O)F (5-ethoxy-2-fluoro-phenol). As a reaction SMILES: C(OC1C=C[C:7]([OH:10])=[C:6]([F:11])C=1)C.CN(C)CCN(C)[CH2:17][CH2:18]N(C)C.[CH2:24]([Li])[CH2:25][CH2:26][CH3:27].B(OC)(OC)[O:30]C.OO.S([O-])([O-])=O.[Na+].[Na+]>C1COCC1.CCCCCC.O.C(O)(=O)C>[CH2:17]([O:30][C:25]1[CH:26]=[CH:27][C:6]([F:11])=[C:7]([OH:10])[CH:24]=1)[CH3:18] |f:5.6.7|. Procedure details: A solution of 56.3 g 4-ethoxy-fluorophenol in 200 ml THF was treated with 84.0 ml pentamethyl-diethylentriamine, cooled to −78° C., then slowly treated with 251 ml 1.6 M n-butyllithium solution in hexane. The reaction mixture was stirred at −78° C. for 3 hrs and then slowly treated with 89.7 ml trimethyl borate. After stirring for 15 min at −78° C., the solution was warmed up to r.t., stirred for an additional 2 hrs and cooled to 0° C. To the mixture were then added dropwise 63.2 ml acetic acid.... The reactants are COC=1C=C2CCN(CC2=CC1OC)C1=NC=NC2=C1N=C(N=C2N2CCOCC2)N2CCC(CC2)=O (8-(6,7-dimethoxy-1,2,3,4-tetrahydroisoquinolin-2-yl)-2-(4-oxo-piperidin-1-yl) -4-morpholino-pyrimido[5,4-d]-pyrimidine). The solvent is C(C)(=O)OCC.C1CCCCC1 (ethyl acetate cyclohexane). The product is C(C1=CC=CC=C1)N(C)C1=NC=NC2=C1N=C(N=C2N2CCOCC2)N2CCC(CC2)=O (8-(N-Benzyl-N-methyl-amino)-4-morpholino-2-(4-oxo-piperidin-1-yl)-pyrimido [5,4-d]pyrimidine). Reaction SMILES: CO[C:3]1[CH:4]=[C:5]2[C:10](=[CH:11][C:12]=1OC)[CH2:9][N:8]([C:15]1[C:20]3[N:21]=[C:22]([N:31]4[CH2:36][CH2:35][C:34](=[O:37])[CH2:33][CH2:32]4)[N:23]=[C:24]([N:25]4[CH2:30][CH2:29][O:28][CH2:27][CH2:26]4)[C:19]=3[N:18]=[CH:17][N:16]=1)[CH2:7]C2>C(OCC)(=O)C.C1CCCCC1>[CH2:9]([N:8]([C:15]1[C:20]2[N:21]=[C:22]([N:31]3[CH2:32][CH2:33][C:34](=[O:37])[CH2:35][CH2:36]3)[N:23]=[C:24]([N:25]3[CH2:26][CH2:27][O:28][CH2:29][CH2:30]3)[C:19]=2[N:18]=[CH:17][N:16]=1)[CH3:7])[C:10]1[CH:11]=[CH:12][CH:3]=[CH:4][CH:5]=1 |f:1.2|. Reported procedure: 8-(6,7-dimethoxy-1,2,3,4-tetrahydroisoquinolin-2-yl)-2-(4-oxo-piperidin-1-yl) -4-morpholino-pyrimido[5,4-d]-pyrimidine Rf value: 0.09 (silica gel; ethyl acetate/cyclohexane =2:1) Reactants: Br.C(C)(=O)O (hydrogen bromide acetic acid), C(C1=CC=CC=C1)OC(=O)NC1C(C1)C=1C(=CC2=C3N([C@H](COC31)C)C=C(C2=O)C(=O)O)F ((S)-10-(2-benzyloxycarbonylaminocyclopropyl)-9-fluoro-3-methyl-7-oxo-2,3-dihydro-7H-pyrido[1,2,3-de][1,4]benzoxazine-6-carboxylic acid), C(Cl)(Cl)Cl (chloroform). The solvent is O (water). Conditions: time 1 hour. Product: Br.NC1C(C1)C=1C(=CC2=C3N([C@H](COC31)C)C=C(C2=O)C(=O)O)F ((S)-10-(2-aminocyclopropyl)-9-fluoro-3-methyl-7-oxo-2,3-dihydro-7H-pyrido[1,2,3-de][1,4]benzoxazine-6-carboxylic acid hydrobromide). Isolated yield 68.2%. RXN SMILES: [BrH:1].C(O)(=O)C.C(OC([NH:16][CH:17]1[CH2:19][CH:18]1[C:20]1[C:21]([F:38])=[CH:22][C:23]2[C:33](=[O:34])[C:32]([C:35]([OH:37])=[O:36])=[CH:31][N:25]3[C@@H:26]([CH3:30])[CH2:27][O:28][C:29]=1[C:24]=23)=O)C1C=CC=CC=1.C(Cl)(Cl)Cl>O>[BrH:1].[NH2:16][CH:17]1[CH2:19][CH:18]1[C:20]1[C:21]([F:38])=[CH:22][C:23]2[C:33](=[O:34])[C:32]([C:35]([OH:37])=[O:36])=[CH:31][N:25]3[C@@H:26]([CH3:30])[CH2:27][O:28][C:29]=1[C:24]=23 |f:0.1,5.6|. Reported procedure: To 0.5 ml of a 30% hydrogen bromide-acetic acid solution was added with ice-cooling, 50 mg of (S)-10-(2-benzyloxycarbonylaminocyclopropyl)-9-fluoro-3-methyl-7-oxo-2,3-dihydro-7H-pyrido[1,2,3-de][1,4]benzoxazine-6-carboxylic acid. The resulting mixture was stirred at the same temperature for 1 hour. The reaction mixture was concentrated under reduced pressure. To the residue obtained were added 5 ml of chloroform and 5 ml of water in this order. The aqueous layer was separated. The solvent was re... The reactants are Cl (Hydrogen chloride), C(C)OCC=1C=CC(=C(C#N)C1)OC (5-ethoxymethyl-2-methoxy-benzonitrile), C(C)O (ethanol), Cl (hydrogen chloride). Run at time 2 hour. Product: Cl.C(C)OCC=1C=CC(=C(C(OCC)=N)C1)OC (ethyl 5-ethoxymethyl-2-methoxy-benzimidate hydrochloride). Reaction SMILES: [ClH:1].[CH2:2]([O:4][CH2:5][C:6]1[CH:7]=[CH:8][C:9]([O:14][CH3:15])=[C:10]([CH:13]=1)[C:11]#[N:12])[CH3:3].[CH2:16]([OH:18])[CH3:17]>>[ClH:1].[CH2:2]([O:4][CH2:5][C:6]1[CH:7]=[CH:8][C:9]([O:14][CH3:15])=[C:10]([CH:13]=1)[C:11](=[NH:12])[O:18][CH2:16][CH3:17])[CH3:3] |f:3.4|. Procedure details: Hydrogen chloride gas was passed through a solution of 5-ethoxymethyl-2-methoxy-benzonitrile (181 mg, 0.947 mmol) in anhydrous ethanol (30 mL) at room temperature. After 2 h, hydrogen chloride gas was stopped and the reaction vessel was sealed. After stirring at room temperature for 12 h, the reaction vessel was cooled to 0° C. and opened. The solvent was evaporated in vacuo to dryness to afford crude ethyl 5-ethoxymethyl-2-methoxy-benzimidate hydrochloride. meso-1,2-Bis-(4-chloro-phenyl)-ethane... Reactants: stainless steel, N (ammonia), N (ammonia), ClC1=C(C=C(C=C1)S(=O)(=O)N)[N+](=O)[O-] (4-chloro-3-nitrobenzenesulfonamide). Solvent: liquid. Reaction conditions: temperature 100 celsius. Product: NC1=C(C=C(C=C1)S(=O)(=O)N)[N+](=O)[O-] (4-Amino-3-nitrobenzenesulfonamide). Isolated yield 85.0%. RXN SMILES: [NH3:1].Cl[C:3]1[CH:8]=[CH:7][C:6]([S:9]([NH2:12])(=[O:11])=[O:10])=[CH:5][C:4]=1[N+:13]([O-:15])=[O:14]>>[NH2:1][C:3]1[CH:8]=[CH:7][C:6]([S:9]([NH2:12])(=[O:11])=[O:10])=[CH:5][C:4]=1[N+:13]([O-:15])=[O:14]. Procedure: A 100 ml stainless steel autoclave was charged with about 50 ml of liquid ammonia. Then 4-chloro-3-nitrobenzenesulfonamide (5.0 g, 21 mmol) was added and the bomb was heated in an oil bath at 100° C. for 3 h. Excess ammonia was allowed to evaporate, and the solid residue was successively washed with water, cold ethanol and ether to give 3.9 g (85%) of the title compound. M.p. 211.5°-213° C. (ethanol); 1H-NMR (DMSO-d6): 6.97 (d,J=9Hz, 1H, H-5), 7.12 (s, 2H, NH2), 7.57 (dd, J6-5 =9 Hz, J6-2 2Hz, H...